From a dataset of the Open Reaction Database (ORD), a public repository of structured organic reaction records. describe an organic reaction: reactants, conditions, products, and yield Starting materials: N1=CC=CC=C1 (Pyridine), [N+](=O)([O-])C1=C(COC2=C(C=C(CO)C=C2C)C)C=CC=C1 (4-(2′-Nitrobenzyloxy)-3,5-dimethylbenzyl alcohol), ClC(Cl)(OC(OC(Cl)(Cl)Cl)=O)Cl (triphosgene). Run in C(Cl)Cl (CH2Cl2). Reaction conditions: time 15 minute. The product is hexanes ethyl acetate, [N+](=O)([O-])C1=C(COC2=C(C=C(CCl)C=C2C)C)C=CC=C1 (4-(2′-Nitrobenzyloxy)-3,5-dimethylbenzylchloride). Yield: 165.6%. Reaction SMILES: N1C=CC=CC=1.[N+:7]([C:10]1[CH:27]=[CH:26][CH:25]=[CH:24][C:11]=1[CH2:12][O:13][C:14]1[C:21]([CH3:22])=[CH:20][C:17]([CH2:18]O)=[CH:16][C:15]=1[CH3:23])([O-:9])=[O:8].[Cl:28]C(Cl)(OC(=O)OC(Cl)(Cl)Cl)Cl>C(Cl)Cl>[N+:7]([C:10]1[CH:27]=[CH:26][CH:25]=[CH:24][C:11]=1[CH2:12][O:13][C:14]1[C:21]([CH3:22])=[CH:20][C:17]([CH2:18][Cl:28])=[CH:16][C:15]=1[CH3:23])([O-:9])=[O:8]. Reported procedure: Pyridine (79 mL, 0.97 mmol) was added to a stirring mixture of 8b (112 mg, 0.39 mmol) and triphosgene (46 mg, 0.16 mmol) in CH2Cl2 (5 mL) at r.t. After 15 minutes, the reaction mixture was concentrated in vacuo. Flash chromatography (20 g, 5:1 hexanes/ethyl acetate) yielded 9b (81 mg, 68%) as a white solid: 1H NMR (270 MHz, CDCI3) d 2.27 (s, 6H), 4.52 (s, 2H), 5.23(s, 2H), 7.09 (s, 2H), 7.51 (t, J=8.2 Hz, 1H), 7.76 (t, J=7.4 Hz, 1H), 8.17 (d, J=8.2 Hz, 1H), 8.18 (d, J=7.4 Hz, 1H); 13C NMR (68 MH... Reactants: NC1=NC=C(C=C1)C (2-Amino-5-methylpyridine), N1=C2C(=NC=C1)C(=O)OC2=O (pyrazine-2,3-dicarboxylic anhydride), C(C)(C)OC(C)C (diisopropyl ether). Solvent: C(C)(=O)OC(C)=O (acetic anhydride). Conditions: temperature 100 celsius, time 10 minute. Product: CC=1C=CC(=NC1)N1C(C2=NC=CN=C2C1=O)=O (6-(5-methylpyrid-2-yl)-5,7-dioxo-6,7-dihydro-5H-pyrrolo-[3,4-b]pyrazine). The yield is 66.7%. RXN SMILES: [NH2:1][C:2]1[CH:7]=[CH:6][C:5]([CH3:8])=[CH:4][N:3]=1.[N:9]1[CH:14]=[CH:13][N:12]=[C:11]2[C:15]([O:17][C:18](=O)[C:10]=12)=[O:16].C(OC(C)C)(C)C>C(OC(=O)C)(=O)C>[CH3:8][C:5]1[CH:6]=[CH:7][C:2]([N:1]2[C:15](=[O:16])[C:11]3[C:10](=[N:9][CH:14]=[CH:13][N:12]=3)[C:18]2=[O:17])=[N:3][CH:4]=1. Procedure details: 2-Amino-5-methylpyridine (21.6 g.) is added to a suspension of pyrazine-2,3-dicarboxylic anhydride (30 g.) in acetic anhydride (300 cc.) at a temperature of about 25° C. The reaction mixture is stirred for 10 minutes at this temperature and then heated at a temperature of about 100° C. for 15 minutes. After cooling to a temperature of about 50° C., diisopropyl ether (600 cc.) is added and cooling is continued to 5° C. After stirring for one hour at this temperature, the insoluble product is filt... The reactants are C([O-])(O)=O.[Na+] (sodium bicarbonate), CN(CCN1C=C(C(C2=CC(=CC=C12)I)=O)C(=O)OCC)C (ethyl 1-(2-(dimethylamino)ethyl)-6-iodo-4-oxo-1,4-dihydroquinoline-3-carboxylate), CN(CCN1C=C(C(C2=CC(=CC=C12)I)=O)C(=O)OCC)C (ethyl 1-(2-(dimethylamino)ethyl)-6-iodo-4-oxo-1,4-dihydroquinoline-3-carboxylate), C(C)(C)NC(NC1=CC(=C(C=N1)B(O)O)C=1SC=C(N1)C(F)(F)F)=O (6-(3-isopropylureido)-4-(4-(trifluoromethyl)thiazol-2-yl)pyridin-3-ylboronic acid), C(C)(C)NC(NC1=CC(=C(C=N1)B(O)O)C=1SC=C(N1)C(F)(F)F)=O (6-(3-isopropylureido)-4-(4-(trifluoromethyl)thiazol-2-yl)pyridin-3-ylboronic acid). The reagents and catalysts are Cl[Pd]([P](C1=CC=CC=C1)(C2=CC=CC=C2)C3=CC=CC=C3)([P](C4=CC=CC=C4)(C5=CC=CC=C5)C6=CC=CC=C6)Cl (trans-dichlorobis(triphenylphosphine)palladium). Run in C(OC)COC (dimethoxyethane). Reaction conditions: temperature 30 celsius, time 2 hour. Product: CN(CCN1C=C(C(C2=CC(=CC=C12)C=1C=NC(=CC1C=1SC=C(N1)C(F)(F)F)NC(=O)NC(C)C)=O)C(=O)OCC)C (ethyl 1-(2-(dimethylamino)ethyl)-6-(6-(3-isopropylureido)-4-(4-(trifluoromethyl)thiazol-2-yl)pyridin-3-yl)-4-oxo-1,4-dihydroquinoline-3-carboxylate). Yield: 73.0%. RXN SMILES: [CH3:1][N:2]([CH3:22])[CH2:3][CH2:4][N:5]1[C:14]2[C:9](=[CH:10][C:11](I)=[CH:12][CH:13]=2)[C:8](=[O:16])[C:7]([C:17]([O:19][CH2:20][CH3:21])=[O:18])=[CH:6]1.[CH:23]([NH:26][C:27](=[O:47])[NH:28][C:29]1[N:34]=[CH:33][C:32](B(O)O)=[C:31]([C:38]2[S:39][CH:40]=[C:41]([C:43]([F:46])([F:45])[F:44])[N:42]=2)[CH:30]=1)([CH3:25])[CH3:24].C(=O)(O)[O-].[Na+]>C(COC)OC.Cl[Pd](Cl)([P](C1C=CC=CC=1)(C1C=CC=CC=1)C1C=CC=CC=1)[P](C1C=CC=CC=1)(C1C=CC=CC=1)C1C=CC=CC=1>[CH3:1][N:2]([CH3:22])[CH2:3][CH2:4][N:5]1[C:14]2[C:9](=[CH:10][C:11]([C:32]3[CH:33]=[N:34][C:29]([NH:28][C:27]([NH:26][CH:23]([CH3:25])[CH3:24])=[O:47])=[CH:30][C:31]=3[C:38]3[S:39][CH:40]=[C:41]([C:43]([F:46])([F:44])[F:45])[N:42]=3)=[CH:12][CH:13]=2)[C:8](=[O:16])[C:7]([C:17]([O:19][CH2:20][CH3:21])=[O:18])=[CH:6]1 |f:2.3,^1:61,80|. Procedure: A suspension of ethyl 1-(2-(dimethylamino)ethyl)-6-iodo-4-oxo-1,4-dihydroquinoline-3-carboxylate (Intermediate 29, 250 mg, 0.60 mmol) in dimethoxyethane (4.8 mL) in a microwave vial was stirred with heating to obtain a solution. The solution was then cooled to 30° C., trans-dichlorobis(triphenylphosphine)palladium (II) (55 mg, 0.08 mmol) was added and the mixture was stirred for 10 min at room temperature. 6-(3-isopropylureido)-4-(4-(trifluoromethyl)thiazol-2-yl)pyridin-3-ylboronic acid (Interme...